From a dataset of the Open Reaction Database (ORD), a public repository of structured organic reaction records. describe an organic reaction: reactants, conditions, products, and yield Starting materials: [OH-].[Na+] (NaOH), NC1=C(C(=O)N)C=CC(=C1)C1=NC=CC=C1C(F)(F)F (2-amino-4-(3-trifluoromethyl-pyridin-2-yl)-benzamide), N1=CC=CC=C1 (pyridine), C(C1=CC=CC=C1)OCCCC(=O)Cl (4-benzyloxy-butyryl chloride). Run in C1CCOC1 (THF). Conditions: time 20 minute. The product is C(C1=CC=CC=C1)OCCCC1=NC2=CC(=CC=C2C(=N1)O)C1=NC=CC=C1C(F)(F)F (2-(3-benzyloxy-propyl)-7-(3-trifluoromethyl-pyridin-2-yl)-quinazolin-4-ol). As a reaction SMILES: [NH2:1][C:2]1[CH:10]=[C:9]([C:11]2[C:16]([C:17]([F:20])([F:19])[F:18])=[CH:15][CH:14]=[CH:13][N:12]=2)[CH:8]=[CH:7][C:3]=1[C:4]([NH2:6])=[O:5].N1C=CC=CC=1.[CH2:27]([O:34][CH2:35][CH2:36][CH2:37][C:38](Cl)=O)[C:28]1[CH:33]=[CH:32][CH:31]=[CH:30][CH:29]=1.[OH-].[Na+]>C1COCC1>[CH2:27]([O:34][CH2:35][CH2:36][CH2:37][C:38]1[N:6]=[C:4]([OH:5])[C:3]2[C:2](=[CH:10][C:9]([C:11]3[C:16]([C:17]([F:20])([F:18])[F:19])=[CH:15][CH:14]=[CH:13][N:12]=3)=[CH:8][CH:7]=2)[N:1]=1)[C:28]1[CH:33]=[CH:32][CH:31]=[CH:30][CH:29]=1 |f:3.4|. Reported procedure: To a solution of 2-amino-4-(3-trifluoromethyl-pyridin-2-yl)-benzamide (3.56 mmol), and pyridine (3.91 mmol) in THF (20 ml) add 4-benzyloxy-butyryl chloride (3.91 mmol). Stir the mixture 20 minutes at room temperature, add 20 ml of 20% NaOH, stir for 60 minutes at 50° C. Concentrate, add water, filter, acidify to pH=6, collect the precipitate to obtain 2-(3-benzyloxy-propyl)-7-(3-trifluoromethyl-pyridin-2-yl)-quinazolin-4-ol. Starting materials: [Li] (lithium), BrC1=CC=C(C=C1)C(SC(C(=O)OC)CC(C)C)C1=CC=CC=C1 (methyl 2-{[(4-bromophenyl)(phenyl)methyl]thio}-4-methylpentanoate), O1CCCC1 (tetrahydrofuran), CO (methanol). Run in Cl (hydrochloric acid), ClCCl (dichloromethane), O (water). The product is BrC1=CC=C(C=C1)C(SC(C(=O)O)CC(C)C)C1=CC=CC=C1 (2-{[(4-bromophenyl)(phenyl)methyl]thio}-4-methylpentanoic acid). As a reaction SMILES: [Br:1][C:2]1[CH:7]=[CH:6][C:5]([CH:8]([C:19]2[CH:24]=[CH:23][CH:22]=[CH:21][CH:20]=2)[S:9][CH:10]([CH2:15][CH:16]([CH3:18])[CH3:17])[C:11]([O:13]C)=[O:12])=[CH:4][CH:3]=1.O1CCCC1.CO.[Li]>Cl.ClCCl.O>[Br:1][C:2]1[CH:7]=[CH:6][C:5]([CH:8]([C:19]2[CH:20]=[CH:21][CH:22]=[CH:23][CH:24]=2)[S:9][CH:10]([CH2:15][CH:16]([CH3:18])[CH3:17])[C:11]([OH:13])=[O:12])=[CH:4][CH:3]=1 |^1:31|. Reported procedure: To a solution of 1 g (2.4 mmoles) of methyl 2-{[(4-bromophenyl)(phenyl)methyl]thio}-4-methylpentanoate from example 73 step 2 in a ternary mixture of tetrahydrofuran, methanol and water was added solid lithium hydroxyde monohydrate (151 mg, 3.6 mmoles). The reaction was stirred until disappearance of the starting material by thin layer chromatography and diluted with 1N hydrochloric acid and dichloromethane. The phases were separated and the aqueous phase was washed twice with dichloromethane. T... Starting materials: [OH-].[Na+] (sodium hydroxide), Cl (hydrogen chloride), C1(CC1)CCOC1=NC(=C2N=C(N(C2=N1)CC1CCOCC1)OC)N (2-[(2-Cyclopropylethyl)oxy]-8-(methoxy)-9-(tetrahydro-2H-pyran-4-ylmethyl)-9H-purin-6-amine). The solvent is O1CCOCC1 (1,4-dioxane), CO (methanol), CO (methanol), O (water). The yield is 77.8%. RXN SMILES: [CH:1]1([CH2:4][CH2:5][O:6][C:7]2[N:15]=[C:14]3[C:10]([N:11]=[C:12]([O:23]C)[N:13]3[CH2:16][CH:17]3[CH2:22][CH2:21][O:20][CH2:19][CH2:18]3)=[C:9]([NH2:25])[N:8]=2)[CH2:3][CH2:2]1.Cl.[OH-].[Na+]>CO.O1CCOCC1.O>[NH2:25][C:9]1[N:8]=[C:7]([O:6][CH2:5][CH2:4][CH:1]2[CH2:3][CH2:2]2)[N:15]=[C:14]2[C:10]=1[NH:11][C:12](=[O:23])[N:13]2[CH2:16][CH:17]1[CH2:18][CH2:19][O:20][CH2:21][CH2:22]1 |f:2.3|. Reported procedure: 2-[(2-Cyclopropylethyl)oxy]-8-(methoxy)-9-(tetrahydro-2H-pyran-4-ylmethyl)-9H-purin-6-amine (0.1259 g) was dissolved in methanol (5 mL) and added 4N hydrogen chloride in 1,4-dioxane (2 mL). The reaction was stirred at room temperature for 4 hours. The reaction mixture was evaporated under reduced pressure to give a solid which was then suspended in water (1 mL) and small quantity of methanol (2-3 mL). This was then neutralised (to pH 7) by the addition of 2N sodium hydroxide. The suspension was ... Yields the product NC1=C2NC(N(C2=NC(=N1)OCCC1CC1)CC1CCOCC1)=O (6-Amino-2-[(2-cyclopropylethyl)oxy]-9-(tetrahydro-2H-pyran-4-ylmethyl)-7,9-dihydro-8H-Purin-8-one). Reaction conditions: time 4 hour. The reactants are [Al+3], CC(=O)NCC1Cc2ccccc2C1, COC(=O)CCC(=O)[O-], CN(C)C=O, [Cl-], [Cl-], [Cl-], O=C(Cl)C(=O)Cl, CC(Cl)Cl, O. Product: COC(=O)CCC(=O)c1ccc2c(c1)CC(CNC(C)=O)C2. As a reaction SMILES: [Al+3:31].[C:16]([CH3:17])(=[O:18])[NH:19][CH2:20][CH:21]1[CH2:22][c:23]2[cH:24][cH:25][cH:26][cH:27][c:28]2[CH2:29]1.[C:7]([CH2:8][CH2:9][C:10](=[O:11])[O-:12])(=[O:13])[O:14][CH3:15].[CH3:39][N:40]([CH3:41])[CH:42]=[O:43].[Cl-:30].[Cl-:32].[Cl-:33].[Cl:1][C:2]([C:3]([Cl:4])=[O:5])=[O:6].[Cl:34][CH:35]([Cl:36])[CH3:37].[OH2:38]>>[C:7]([CH2:8][CH2:9][C:10](=[O:12])[c:26]1[cH:25][cH:24][c:23]2[c:28]([cH:27]1)[CH2:29][CH:21]([CH2:20][NH:19][C:16]([CH3:17])=[O:18])[CH2:22]2)(=[O:13])[O:14][CH3:15]. The reactants are BrC=1C=CC(=C(C1)\C=N\C(C)(C)C)I (N-[(1E)-(5-bromo-2-iodophenyl)methylene]-N-(tert-butyl)amine), C(#N)C1=CC=C(C=C1)C#C (4-cyanophenylacetylene), C(C)(C)NC(C)C (diisopropylamine). The reagents and catalysts are [Cu]I (CuI), Cl[Pd]([P](C1=CC=CC=C1)(C2=CC=CC=C2)C3=CC=CC=C3)([P](C4=CC=CC=C4)(C5=CC=CC=C5)C6=CC=CC=C6)Cl (PdCl2(PPh3)2). Solvent: C1(=CC=CC=C1)C (toluene). The product is BrC1=CC=C2C=C(N=CC2=C1)C1=CC=C(C#N)C=C1 (4-(7-bromo-3-isoquinolinyl)benzonitrile). As a reaction SMILES: [Br:1][C:2]1[CH:3]=[CH:4][C:5](I)=[C:6](/[CH:8]=[N:9]/[C:10]([CH3:13])([CH3:12])C)[CH:7]=1.[C:15]([C:17]1[CH:22]=[CH:21]C(C#C)=[CH:19][CH:18]=1)#[N:16].C(NC(C)C)(C)C>C1(C)C=CC=CC=1.[Cu]I.Cl[Pd](Cl)([P](C1C=CC=CC=1)(C1C=CC=CC=1)C1C=CC=CC=1)[P](C1C=CC=CC=1)(C1C=CC=CC=1)C1C=CC=CC=1>[Br:1][C:2]1[CH:7]=[C:6]2[C:5]([CH:13]=[C:10]([C:12]3[CH:21]=[CH:22][C:17]([C:15]#[N:16])=[CH:18][CH:19]=3)[N:9]=[CH:8]2)=[CH:4][CH:3]=1 |^1:43,62|. Reported procedure: The product from Example 62D (3.6 mmol), 4-cyanophenylacetylene (4.3 mmol), CuI (0.2 mmol), PdCl2(PPh3)2 (0.1 mmol), and diisopropylamine (5.3 mmol) can be combined in toluene (15 mL) and processed as described in Example 62E to provide the title compound.